Dataset: the Open Reaction Database (ORD), a public repository of structured organic reaction records. Task: describe an organic reaction: reactants, conditions, products, and yield Starting materials: [Al+3], CN(C)C(=O)CCc1c[nH]c2ccc(Br)cc12, [H-], [H-], [H-], [H-], [Li+], C1CCOC1. Yields the product CN(C)CCCc1c[nH]c2ccc(Br)cc12. RXN SMILES: [Al+3:19].[Br:1][c:2]1[cH:3][c:4]2[c:5]([CH2:11][CH2:12][C:13](=[O:14])[N:15]([CH3:16])[CH3:17])[cH:6][nH:7][c:8]2[cH:9][cH:10]1.[H-:18].[H-:21].[H-:22].[H-:23].[Li+:20].[O:24]1[CH2:25][CH2:26][CH2:27][CH2:28]1>>[Br:1][c:2]1[cH:3][c:4]2[c:5]([CH2:11][CH2:12][CH2:13][N:15]([CH3:16])[CH3:17])[cH:6][nH:7][c:8]2[cH:9][cH:10]1.